Dataset: the Open Reaction Database (ORD), a public repository of structured organic reaction records. Task: describe an organic reaction: reactants, conditions, products, and yield Starting materials: C(C)(=O)OCC (Ethyl acetate), C(=O)[O-].[NH4+] (Ammonium formate), COC(C1=C(C=C(C(=C1)C1=C(C(=NO1)C)C1=CC=C(C=C1)OC)OCC1=CC=CC=C1)OCC1=CC=CC=C1)=O (2,4-Bis-benzyloxy-5-[4-(4-methoxy-phenyl)-3-methyl-isoxazol-5-yl]-benzoic acid methyl ester), C(C)(=O)OCC (ethyl acetate). The reagents and catalysts are [Pd] (Palladium on carbon). Run in CO (methanol). Conditions: temperature 60 celsius. The product is COC(C1=C(C=C(C(=C1)C1=C(C(=NO1)C)C1=CC=C(C=C1)OC)O)O)=O (2,4-dihydroxy-5-[4-(4-methoxy-phenyl)-3-methyl-isoxazol-5-yl]-benzoic acid methyl ester). Yield: 15.2%. As a reaction SMILES: C([O-])=O.[NH4+].[CH3:5][O:6][C:7](=[O:44])[C:8]1[CH:13]=[C:12]([C:14]2[O:18][N:17]=[C:16]([CH3:19])[C:15]=2[C:20]2[CH:25]=[CH:24][C:23]([O:26][CH3:27])=[CH:22][CH:21]=2)[C:11]([O:28]CC2C=CC=CC=2)=[CH:10][C:9]=1[O:36]CC1C=CC=CC=1.C(OCC)(=O)C>CO.[Pd]>[CH3:5][O:6][C:7](=[O:44])[C:8]1[CH:13]=[C:12]([C:14]2[O:18][N:17]=[C:16]([CH3:19])[C:15]=2[C:20]2[CH:21]=[CH:22][C:23]([O:26][CH3:27])=[CH:24][CH:25]=2)[C:11]([OH:28])=[CH:10][C:9]=1[OH:36] |f:0.1|. Procedure details: Ammonium formate (172 mg, 20 eq) was added to a solution of 2,4-Bis-benzyloxy-5-[4-(4-methoxy-phenyl)-3-methyl-isoxazol-5-yl]-benzoic acid methyl ester (72 mg, 0.13 mmol) in methanol (2 ml)/ethyl acetate (1 ml) under a nitrogen atmosphere. 10% Palladium on carbon (cat.) was added and the suspension heated at 60° C. overnight. The solution was allowed to cool. Ethyl acetate (5 ml) added, solution washed with water (2×5 ml) and saturated aqueous sodium chloride solution (5 ml). The solution was dr... Run in O1CCCC1 (tetrahydrofuran). The product is FC1=C(C=CC=C1)C(=O)N1[C@@H](CCN2C1=NC(=CC2=O)N2CCOCC2)C(F)(F)F ((8S)-9-[(2-fluorophenyl)carbonyl]-2-(morpholin-4-yl)-8-(trifluoromethyl)-6,7,8,9-tetrahydro-4H-pyrimido[1,2-a]pyrimidin-4-one). Reaction SMILES: [N:1]1([C:7]2[N:8]=[C:9]3[NH:17][C@H:16]([C:18]([F:21])([F:20])[F:19])[CH2:15][CH2:14][N:10]3[C:11](=[O:13])[CH:12]=2)[CH2:6][CH2:5][O:4][CH2:3][CH2:2]1.[H-].[Na+].[F:24][C:25]1[CH:33]=[CH:32][CH:31]=[CH:30][C:26]=1[C:27](Cl)=[O:28]>O1CCCC1>[F:24][C:25]1[CH:33]=[CH:32][CH:31]=[CH:30][C:26]=1[C:27]([N:17]1[C:9]2=[N:8][C:7]([N:1]3[CH2:6][CH2:5][O:4][CH2:3][CH2:2]3)=[CH:12][C:11](=[O:13])[N:10]2[CH2:14][CH2:15][C@H:16]1[C:18]([F:20])([F:21])[F:19])=[O:28] |f:1.2|. Starting materials: N1(CCOCC1)C=1N=C2N(C(C1)=O)CC[C@H](N2)C(F)(F)F ((8S)-2-morpholin-4-yl-8-trifluoromethyl-6,7,8,9-tetrahydropyrimido[1,2-a]pyrimidin-4-one), [H-].[Na+] (sodium hydride), FC1=C(C(=O)Cl)C=CC=C1 (2-fluorobenzoyl chloride). Procedure details: The product is prepared according to the procedure described in Example 18, using 300 mg of (8S)-2-morpholin-4-yl-8-trifluoromethyl-6,7,8,9-tetrahydropyrimido[1,2-a]pyrimidin-4-one (Example 1e), 47 mg of sodium hydride and 156 mg of 2-fluorobenzoyl chloride in 5 ml of tetrahydrofuran. After purification by silica chromatography (eluent: CH2Cl2/MeOH 98/02), 35 mg of (8S)-9-[(2-fluorophenyl)carbonyl]-2-(morpholin-4-yl)-8-(trifluoro-methyl)-6,7,8,9-tetrahydro-4H-pyrimido[1,2-a]pyrimidin-4-one are o...